This data is from the Open Reaction Database (ORD), a public repository of structured organic reaction records. The task is: describe an organic reaction: reactants, conditions, products, and yield Reactants: CC=1N=C2N(C=CC=C2O)C1C (2,3-Dimethyl-8-hydroxyimidazo[1,2-a]pyridine), C(C)C1=C(CCl)C(=CC=C1)C (2-ethyl-6-methylbenzyl chloride), [I-].[Na+] (sodium iodide), C([O-])([O-])=O.[Na+].[Na+] (sodium carbonate). Run in CC(=O)C (acetone). The product is CC=1N=C2N(C=CC=C2OCC2=C(C=CC=C2C)CC)C1C (2,3-dimethyl-8-(2-ethyl-6-methylbenzyloxy)imidazo[1,2-a]pyridine). As a reaction SMILES: [CH3:1][C:2]1[N:3]=[C:4]2[C:9]([OH:10])=[CH:8][CH:7]=[CH:6][N:5]2[C:11]=1[CH3:12].[CH2:13]([C:15]1[CH:22]=[CH:21][CH:20]=[C:19]([CH3:23])[C:16]=1[CH2:17]Cl)[CH3:14].[I-].[Na+].C(=O)([O-])[O-].[Na+].[Na+]>CC(C)=O>[CH3:1][C:2]1[N:3]=[C:4]2[C:9]([O:10][CH2:17][C:16]3[C:19]([CH3:23])=[CH:20][CH:21]=[CH:22][C:15]=3[CH2:13][CH3:14])=[CH:8][CH:7]=[CH:6][N:5]2[C:11]=1[CH3:12] |f:2.3,4.5.6|. Procedure details: 2,3-Dimethyl-8-hydroxyimidazo[1,2-a]pyridine (0.8 g, 5 mmol), 2-ethyl-6-methylbenzyl chloride, sodium iodide (0.25 g, 1.7 mmol) and sodium carbonate (1.2 g, 11 mmol) were added to acetone (40 ml) and the mixture was refluxed for 5 h. The acetone was evaporated and the residue was solved in methylene chloride and washed with water. The organic solvent was dried and was evaporated under reduced pressure. The residue was purified twice by column chromatography on silica gel using (a) methylene chlo... Starting materials: O=C([O-])[O-], CI, CN(C)C=O, COC(=O)c1cccc(S(=O)(=O)Nc2ccc(OCc3c(-c4c(Cl)cccc4Cl)noc3C(C)C)cc2C)c1, [Cs+], [Cs+], O. Yields the product COC(=O)c1cccc(S(=O)(=O)N(C)c2ccc(OCc3c(-c4c(Cl)cccc4Cl)noc3C(C)C)cc2C)c1. RXN SMILES: [C:40](=[O:41])([O-:42])[O-:43].[CH3:46][I:47].[CH3:49][N:50]([CH3:51])[CH:52]=[O:53].[Cl:1][c:2]1[c:3](-[c:9]2[n:10][o:11][c:12]([CH:37]([CH3:38])[CH3:39])[c:13]2[CH2:14][O:15][c:16]2[cH:17][c:18]([CH3:36])[c:19]([NH:22][S:23](=[O:24])(=[O:25])[c:26]3[cH:27][c:28]([C:29](=[O:30])[O:31][CH3:32])[cH:33][cH:34][cH:35]3)[cH:20][cH:21]2)[c:4]([Cl:8])[cH:5][cH:6][cH:7]1.[Cs+:44].[Cs+:45].[OH2:48]>>[Cl:1][c:2]1[c:3](-[c:9]2[n:10][o:11][c:12]([CH:37]([CH3:38])[CH3:39])[c:13]2[CH2:14][O:15][c:16]2[cH:17][c:18]([CH3:36])[c:19]([N:22]([S:23](=[O:24])(=[O:25])[c:26]3[cH:27][c:28]([C:29](=[O:30])[O:31][CH3:32])[cH:33][cH:34][cH:35]3)[CH3:40])[cH:20][cH:21]2)[c:4]([Cl:8])[cH:5][cH:6][cH:7]1. The reactants are C(#N)N(C(C)=O)CCCC (N-cyano-N-butylacetamide), C(C)N(CC)CCCN (diethylaminopropylamine). The solvent is O1CCCC1 (tetrahydrofuran). Product: C(C)N(CCCCC(=O)N)CC (3-diethylaminopropylacetamide). RXN SMILES: C([N:3](CCCC)[C:4](=[O:6])[CH3:5])#N.[CH2:11]([N:13]([CH2:16][CH2:17][CH2:18]N)[CH2:14][CH3:15])[CH3:12]>O1CCCC1>[CH2:14]([N:13]([CH2:11][CH3:12])[CH2:16][CH2:17][CH2:18][CH2:5][C:4]([NH2:3])=[O:6])[CH3:15]. Procedure: 12.60 g (0.09 mol) of N-cyano-N-butylacetamide are refluxed with 13.4 g (0.1035 mol) of diethylaminopropylamine in 25 ml of tetrahydrofuran for 2 hours, after which, according to investigation by gas chromatography, the educt has completely reacted to give 3-diethylaminopropylacetamide, tri-n-butylisomelamine and another component, which probably consists of butyl cyanamide. The mixture is concentrated on a rotary evaporator, and the oil which remains is left to stand at room temperature and the... Reactants: O=C(c1ccccc1)N1CCN(c2ccc([N+](=O)[O-])c(Nc3ccccc3)c2)CC1, CCO. The product is Nc1ccc(N2CCN(C(=O)c3ccccc3)CC2)cc1Nc1ccccc1. As a reaction SMILES: [C:1]([c:2]1[cH:3][cH:4][cH:5][cH:6][cH:7]1)(=[O:8])[N:9]1[CH2:10][CH2:11][N:12]([c:15]2[cH:16][cH:17][c:18]([N+:28]([O-:29])=[O:30])[c:19]([NH:21][c:22]3[cH:23][cH:24][cH:25][cH:26][cH:27]3)[cH:20]2)[CH2:13][CH2:14]1.[CH3:31][CH2:32][OH:33]>>[C:1]([c:2]1[cH:3][cH:4][cH:5][cH:6][cH:7]1)(=[O:8])[N:9]1[CH2:10][CH2:11][N:12]([c:15]2[cH:16][cH:17][c:18]([NH2:28])[c:19]([NH:21][c:22]3[cH:23][cH:24][cH:25][cH:26][cH:27]3)[cH:20]2)[CH2:13][CH2:14]1. Reactants: C(C)(C)(C)O[C@H](C(=O)OC)C1=C2N3CCC(OCCCC[C@@H](OC=4C=CC(=CC4C4=CC=CC(C5=NN2C(N=C1C)=C5)=C4)C(F)(F)F)C)(CC3)C (methyl (2S)-2-(tert-butoxy)-2-[(22S)-4,22,28-trimethyl-17-(trifluoromethyl)-21,27-dioxa-1,5,7,8-tetraazahexacyclo[26.2.2.16,9. 110,14.02,7.015,20]tetratriaconta-2,4,6(34),8,10(33),11,13,15(20),16,18-decaen-3-yl]acetate), [OH-].[Na+] (NaOH). Run in CO (MeOH). Yields the product C(C)(C)(C)O[C@H](C(=O)O)C1=C2N3CCC(OCCCC[C@@H](OC=4C=CC(=CC4C4=CC=CC(C5=NN2C(N=C1C)=C5)=C4)C(F)(F)F)C)(CC3)C ((2S)-2-(tert-Butoxy)-2-[(22S)-4,22,28-trimethyl-17-(trifluoromethyl)-21,27-dioxa-1,5,7,8-tetraazahexacyclo[26.2.2.16,9.110,14.02,7.015,20]tetratriaconta-2,4,6(34), 8, 10(33), 11, 13, 15 (20),16,18-decaen-3-yl]acetic acid). RXN SMILES: [C:1]([O:5][C@@H:6]([C:11]1[C:40]([CH3:41])=[N:39][C:38]2=[CH:42][C:35]3=[N:36][N:37]2[C:12]=1[N:13]1[CH2:50][CH2:49][C:16]([CH3:51])([O:17][CH2:18][CH2:19][CH2:20][CH2:21][C@H:22]([CH3:48])[O:23][C:24]2[CH:25]=[CH:26][C:27]([C:44]([F:47])([F:46])[F:45])=[CH:28][C:29]=2[C:30]2[CH:43]=[C:34]3[CH:33]=[CH:32][CH:31]=2)[CH2:15][CH2:14]1)[C:7]([O:9]C)=[O:8])([CH3:4])([CH3:3])[CH3:2].[OH-].[Na+]>CO>[C:1]([O:5][C@@H:6]([C:11]1[C:40]([CH3:41])=[N:39][C:38]2=[CH:42][C:35]3=[N:36][N:37]2[C:12]=1[N:13]1[CH2:14][CH2:15][C:16]([CH3:51])([O:17][CH2:18][CH2:19][CH2:20][CH2:21][C@H:22]([CH3:48])[O:23][C:24]2[CH:25]=[CH:26][C:27]([C:44]([F:47])([F:46])[F:45])=[CH:28][C:29]=2[C:30]2[CH:43]=[C:34]3[CH:33]=[CH:32][CH:31]=2)[CH2:49][CH2:50]1)[C:7]([OH:9])=[O:8])([CH3:4])([CH3:2])[CH3:3] |f:1.2|. Procedure: A mixture of methyl (2S)-2-(tert-butoxy)-2-[(22S)-4,22,28-trimethyl-17-(trifluoromethyl)-21,27-dioxa-1,5,7,8-tetraazahexacyclo[26.2.2.16,9. 110,14.02,7.015,20]tetratriaconta-2,4,6(34),8,10(33),11,13,15(20),16,18-decaen-3-yl]acetate (38 mg, 0.054 mmol), NaOH (0.268 mL, 0.268 mmol) in MeOH (2 mL) was refluxed for 3 h. It was then filtered and purified by prep HPLC to isolate the desired product as a white solid. LCMS (M+1)=695.3. Starting materials: N[C@@H](CN1N=C(C=C1)C1=CC(=C(C#N)C=C1)Cl)C ((R)-4-(1-(2-aminopropyl)-1H-pyrazol-3-yl)-2-chlorobenzonitrile), COC1=CN=C(S1)C(=O)O (5-methoxythiazole-2-carboxylic acid). Product: ClC=1C=C(C=CC1C#N)C1=NN(C=C1)C[C@@H](C)NC(=O)C=1SC(=CN1)OC ((R)—N-(1-(3-(3-chloro-4-cyanophenyl)-1H-pyrazol-1-yl)propan-2-yl)-5-methoxythiazole-2-carboxamide). Isolated yield 9.0%. As a reaction SMILES: [NH2:1][C@H:2]([CH3:18])[CH2:3][N:4]1[CH:8]=[CH:7][C:6]([C:9]2[CH:16]=[CH:15][C:12]([C:13]#[N:14])=[C:11]([Cl:17])[CH:10]=2)=[N:5]1.[CH3:19][O:20][C:21]1[S:25][C:24]([C:26](O)=[O:27])=[N:23][CH:22]=1>>[Cl:17][C:11]1[CH:10]=[C:9]([C:6]2[CH:7]=[CH:8][N:4]([CH2:3][C@H:2]([NH:1][C:26]([C:24]3[S:25][C:21]([O:20][CH3:19])=[CH:22][N:23]=3)=[O:27])[CH3:18])[N:5]=2)[CH:16]=[CH:15][C:12]=1[C:13]#[N:14]. Procedure: (R)-4-(1-(2-aminopropyl)-1H-pyrazol-3-yl)-2-chlorobenzonitrile (86 mg, 0.33 mmol) was coupled with 5-methoxythiazole-2-carboxylic acid (90 mg, 0.40 mmol) using the method of Example 34(d). Crude product was purified by CombiFlash (column: silica, eluent: 0-10% MeOH in DCM) to yield 12 mg (9%) of the title compound. 1H-NMR (400 MHz; CDCl3): δ 1.23 (d, 3H), 3.99 (s, 3H), 4.26 (dd, 1H), 4.40-4.46 (m, 1H), 4.49-4.59 (m, 1H), 6.63 (d, 1H), 7.22 (s, 1H), 7.49 (d, 1H), 7.68 (d, 1H), 7.78 (dd, 1H), 8.10...